Dataset: the Open Reaction Database (ORD), a public repository of structured organic reaction records. Task: describe an organic reaction: reactants, conditions, products, and yield The reactants are C(=O)(OCC1=CC=CC=C1)N[C@@H](C)C(=O)N(CC(=O)O)C=1C=C2CCCC2=CC1 (N-carbobenzoxy-L-alanyl-N-(5-indanyl)glycine). The reagents and catalysts are [Pd] (palladium on carbon). Solvent: C(C)O (ethanol), O (H2O). The product is N[C@@H](C)C(=O)N(CC(=O)O)C=1C=C2CCCC2=CC1 (L-Alanyl-N-(5-Indanyl)-Glycine). As a reaction SMILES: C([NH:11][C@H:12]([C:14]([N:16]([C:21]1[CH:22]=[C:23]2[C:27](=[CH:28][CH:29]=1)[CH2:26][CH2:25][CH2:24]2)[CH2:17][C:18]([OH:20])=[O:19])=[O:15])[CH3:13])(OCC1C=CC=CC=1)=O>[Pd].C(O)C.O>[NH2:11][C@H:12]([C:14]([N:16]([C:21]1[CH:22]=[C:23]2[C:27](=[CH:28][CH:29]=1)[CH2:26][CH2:25][CH2:24]2)[CH2:17][C:18]([OH:20])=[O:19])=[O:15])[CH3:13]. Reported procedure: A solution of N-carbobenzoxy-L-alanyl-N-(5-indanyl)glycine (4.5 g) and 10% palladium on carbon (1.0 g) in 250 ml ethanol was hydrogenated at 25 psi for 2 h and filtered. Concentration of the volatiles in vacuo provided a residue which was dissolved in H2O and filtered over Celite. Lyophilization of the filtrate provided the crystalline (m.p. 119°-120° C.) product. The reactants are CC(=O)OC(C)OC(=O)C(N)Cc1ccc(-c2c(C)n(C)c(=O)n(C)c2=O)cc1, Cc1cccc(Cl)c1C(=O)Cl. As a reaction SMILES: [C:1]([CH3:2])(=[O:3])[O:4][CH:5]([CH3:6])[O:7][C:8]([CH:9]([NH2:10])[CH2:11][c:12]1[cH:13][cH:14][c:15](-[c:18]2[c:19](=[O:28])[n:20]([CH3:27])[c:21](=[O:26])[n:22]([CH3:25])[c:23]2[CH3:24])[cH:16][cH:17]1)=[O:29].[Cl:30][c:31]1[c:32]([C:33](=[O:34])[Cl:35])[c:36]([CH3:40])[cH:37][cH:38][cH:39]1>>[C:1]([CH3:2])(=[O:3])[O:4][CH:5]([CH3:6])[O:7][C:8]([CH:9]([NH:10][C:33]([c:32]1[c:31]([Cl:30])[cH:39][cH:38][cH:37][c:36]1[CH3:40])=[O:34])[CH2:11][c:12]1[cH:13][cH:14][c:15](-[c:18]2[c:19](=[O:28])[n:20]([CH3:27])[c:21](=[O:26])[n:22]([CH3:25])[c:23]2[CH3:24])[cH:16][cH:17]1)=[O:29]. Yields the product CC(=O)OC(C)OC(=O)C(Cc1ccc(-c2c(C)n(C)c(=O)n(C)c2=O)cc1)NC(=O)c1c(C)cccc1Cl. Yields the product CC=1C(=NC=CC1)N1N=C(C=C1O)C(F)(F)F (1-(3-methyl-2-pyridyl)-3-trifluoromethyl-5-hydroxypyrazole). Reaction conditions: temperature 60 celsius. Procedure details: A mixture of 3-methyl-2-pyridylhydrazine (1.0 g, 8.13 mmol), acetic acid (7.0 mL) and ethyl trifluoroacetoacetate (1.2 mL, 8.13 mmol) was heated at 60° C. for 9 hours. The reaction mixture was neutralized with NaHCO3 and then was extracted with EtOAc (3×). The EtOAc extracts were combined, dried over MgSO4, filtered and concentrated to afford crude product which was purified by column chromatography on silica gel to afford 200 mg of 1-(3-methyl-2-pyridyl)-3-trifluoromethyl-5-hydroxypyrazole. Yield: 10.1%. The solvent is C(C)(=O)O (acetic acid). The reactants are CC=1C(=NC=CC1)NN (3-methyl-2-pyridylhydrazine), FC(C(CC(=O)OCC)=O)(F)F (ethyl trifluoroacetoacetate), C(=O)(O)[O-].[Na+] (NaHCO3). As a reaction SMILES: [CH3:1][C:2]1[C:3]([NH:8][NH2:9])=[N:4][CH:5]=[CH:6][CH:7]=1.[F:10][C:11]([F:21])([F:20])[C:12](=O)[CH2:13][C:14](OCC)=[O:15].C([O-])(O)=O.[Na+]>C(O)(=O)C>[CH3:1][C:2]1[C:3]([N:8]2[C:14]([OH:15])=[CH:13][C:12]([C:11]([F:21])([F:20])[F:10])=[N:9]2)=[N:4][CH:5]=[CH:6][CH:7]=1 |f:2.3|. Reactants: N1C(CC=2C1=NC=CC2)=O (1H-pyrrolo[2,3-b]pyridin-2(3H)-one), N1=CC(=CC=C1)/C=C/C1=NNC2=CC(=CC=C12)C=O ((E)-3-(2-(pyridin-3-yl)vinyl)-1H-indazole-6-carbaldehyde). The product is N1=CC(=CC=C1)/C=C/C1=NNC2=CC(=CC=C12)C=C1C(NC2=NC=CC=C21)=O (3-((3-((E)-2-(pyridin-3-yl)vinyl)-1H-indazol-6-yl)methylene)-1H-pyrrolo[2,3-b]pyridin-2(3H)-one). Yield: 80.7%. Reaction SMILES: [NH:1]1[C:5]2=[N:6][CH:7]=[CH:8][CH:9]=[C:4]2[CH2:3][C:2]1=[O:10].[N:11]1[CH:16]=[CH:15][CH:14]=[C:13](/[CH:17]=[CH:18]/[C:19]2[C:27]3[C:22](=[CH:23][C:24]([CH:28]=O)=[CH:25][CH:26]=3)[NH:21][N:20]=2)[CH:12]=1>>[N:11]1[CH:16]=[CH:15][CH:14]=[C:13](/[CH:17]=[CH:18]/[C:19]2[C:27]3[C:22](=[CH:23][C:24]([CH:28]=[C:3]4[C:4]5[C:5](=[N:6][CH:7]=[CH:8][CH:9]=5)[NH:1][C:2]4=[O:10])=[CH:25][CH:26]=3)[NH:21][N:20]=2)[CH:12]=1. Reported procedure: The title compound (59 mg, 81%) was synthesized as an orange solid according to the method described for Example A67 (oil temp 75° C., reflux 90 min) using 1H-pyrrolo[2,3-b]pyridin-2(3H)-one (26.8 mg, 0.2 mmol) and (E)-3-(2-(pyridin-3-yl)vinyl)-1H-indazole-6-carbaldehyde (49.8 mg, 0.2 mmol). 1H NMR indicated 5:2 mixture of Z/E isomers. 1H NMR (400 MHz, DMSO-d6) δ 13.60 (s, 1H, NH), 11.30 (s, 1H, NH), 8.95 (s, 1H), 8.91 (d, 1H), 8.47 (d, J=4.4 Hz, 1H), 8.31 (d, J=8.4 Hz, 1H), 8.19 (d, J=7.2 Hz, 1... Starting materials: ClC1=C(C=C2C(NN(C2=C1)CC1=C(C=CC=C1)Cl)=O)[N+](=O)[O-] (6-chloro-1-(2-chloro-benzyl)-5-nitro-1,2-dihydro-indazol-3-one), Cl (HCl), solution, Cl[Sn]Cl (SnCl2), dihydrate, C([O-])(O)=O.[Na+] (sodium bicarbonate). Reaction conditions: temperature 85 celsius. The product is NC=1C=C2C(NN(C2=CC1Cl)CC1=C(C=CC=C1)Cl)=O (5-amino-6-chloro-1-(2-chloro-benzyl)-1,2-dihydro-indazol-3-one). Isolated yield 73.9%. Reaction SMILES: [Cl:1][C:2]1[CH:10]=[C:9]2[C:5]([C:6](=[O:19])[NH:7][N:8]2[CH2:11][C:12]2[CH:17]=[CH:16][CH:15]=[CH:14][C:13]=2[Cl:18])=[CH:4][C:3]=1[N+:20]([O-])=O.Cl.Cl[Sn]Cl.C(=O)(O)[O-].[Na+]>>[NH2:20][C:3]1[CH:4]=[C:5]2[C:9](=[CH:10][C:2]=1[Cl:1])[N:8]([CH2:11][C:12]1[CH:17]=[CH:16][CH:15]=[CH:14][C:13]=1[Cl:18])[NH:7][C:6]2=[O:19] |f:3.4|. Procedure: To 6-chloro-1-(2-chloro-benzyl)-5-nitro-1,2-dihydro-indazol-3-one (0.49 g) was added HCl (37% aq.) solution (4 mL) followed by SnCl2.dihydrate (2.6 g). The mixture was heated to 85° C. for one hour. The reaction was then neutralized with sodium bicarbonate solution, filtered, and the filtrate extracted with EtOAc. The combined organic phases were washed with brine, dried over sodium sulfate, filtered and reduced in vacuo. Flash column chromatography of the residue over silica gel eluting with me... Reactants: COC(CCCC(=O)OC)CC (methyl 5-methoxyheptanoate), COC(CCCC(=O)OC)CC (methyl 5-methoxyheptanoate), [H-].[H-].[H-].[H-].[Li+].[Al+3] (LiAlH4). Run in O(CC)CC (OEt2), O(CC)CC (OEt2). Conditions: temperature 0 celsius, time 12 hour. Yields the product COC(CCCCO)CC (5-methoxy-1-heptanol). Isolated yield 99.8%. Reaction SMILES: [H-].[H-].[H-].[H-].[Li+].[Al+3].[CH3:7][O:8][CH:9]([CH2:17][CH3:18])[CH2:10][CH2:11][CH2:12][C:13](OC)=[O:14]>O(CC)CC>[CH3:7][O:8][CH:9]([CH2:17][CH3:18])[CH2:10][CH2:11][CH2:12][CH2:13][OH:14] |f:0.1.2.3.4.5|. Reported procedure: A stirred suspension of LiAlH4 (15.2 g, 0.40 mole) in dry OEt2 (700 mL) was cooled to 0° C. Methyl 5-methoxyheptanoate (Compound XXII, 34.8 g, 0.20 mole) in dry OEt2 (100 mL) was added dropwise over 1/2 h. The reaction was allowed to slowly warm to room temperature and stirred for an additional 12 h. The excess hydride was destroyed by dropwise addition of sat. aqueous Na2SO4 (extremely vigorous reaction) to the rapidly stirred reaction mixture until the gray color was completely destroyed and o...